This data is from the Open Reaction Database (ORD), a public repository of structured organic reaction records. The task is: describe an organic reaction: reactants, conditions, products, and yield Yields the product C(C)(C)(C)OC(=O)N1CCCC2=CC(=CC=C12)OCC=CCBr (6-(4-Bromo-but-2-enyloxy)-3,4-dihydro-2H-quinoline-1-carboxylic acid tert-butyl ester). Procedure details: In analogy to example 2.2, 6-Hydroxy-3,4-dihydro-2H-quinoline-1-carboxylic acid tert-butyl ester and 1,4-dibromobutene were converted to yield 6-(4-Bromo-but-2-enyloxy)-3,4-dihydro-2H-quinoline-1-carboxylic acid tert-butyl ester as colorless oil, MS: 381 (M, 1Br); Starting materials: C(C)(C)(C)OC(=O)N1CCCC2=CC(=CC=C12)O (6-Hydroxy-3,4-dihydro-2H-quinoline-1-carboxylic acid tert-butyl ester), BrC=CCCBr (1,4-dibromobutene). As a reaction SMILES: [C:1]([O:5][C:6]([N:8]1[C:17]2[C:12](=[CH:13][C:14]([OH:18])=[CH:15][CH:16]=2)[CH2:11][CH2:10][CH2:9]1)=[O:7])([CH3:4])([CH3:3])[CH3:2].[Br:19][CH:20]=[CH:21][CH2:22][CH2:23]Br>>[C:1]([O:5][C:6]([N:8]1[C:17]2[C:12](=[CH:13][C:14]([O:18][CH2:23][CH:22]=[CH:21][CH2:20][Br:19])=[CH:15][CH:16]=2)[CH2:11][CH2:10][CH2:9]1)=[O:7])([CH3:4])([CH3:2])[CH3:3]. Starting materials: OC1=C(C=C(C=C1)C(C)=O)N(C)C (1-(4-hydroxy-3-dimethylamino-phenyl)ethanone), BrCCCCl (1-bromo-3-chloropropane), [H-].[Na+] (sodium hydride), O (water). The solvent is CN(C=O)C (dimethylformamide), CN(C=O)C (dimethylformamide), CN(C=O)C (dimethylformamide). Run at temperature 3 celsius, time 45 minute. The product is ClCCCOC1=C(C=C(C=C1)C(C)=O)N(C)C (1-[4-(3-Chloropropoxy)-3-dimethylaminophenyl]ethanone). The yield is 179.0%. RXN SMILES: [H-].[Na+].[OH:3][C:4]1[CH:9]=[CH:8][C:7]([C:10](=[O:12])[CH3:11])=[CH:6][C:5]=1[N:13]([CH3:15])[CH3:14].Br[CH2:17][CH2:18][CH2:19][Cl:20].O>CN(C)C=O>[Cl:20][CH2:19][CH2:18][CH2:17][O:3][C:4]1[CH:9]=[CH:8][C:7]([C:10](=[O:12])[CH3:11])=[CH:6][C:5]=1[N:13]([CH3:14])[CH3:15] |f:0.1|. Procedure details: To a suspension of sodium hydride (2.3 g, 48.5 mmol of 50% oil dispersion) with dimethylformamide (75 ml), and cooled to 3° C. in an ice-salt bath and under a stream of nitrogen was added, dropwise, 1-(4-hydroxy-3-dimethylamino-phenyl)ethanone (8.7 g, 48.5 mmol) dissolved in dimethylformamide (150 ml) so that the temperature did not go over 7° C. After the addition was over, the bath was removed and the reaction was stirred at ambient temperature for 45 minutes. The ice bath was reapplied and a ... The reactants are NC1CCN(CCc2ccc(F)cc2)C1, O=C(Cl)C(c1cccs1)c1cccs1. Yields the product O=C(NC1CCN(CCc2ccc(F)cc2)C1)C(c1cccs1)c1cccs1. RXN SMILES: [NH2:15][CH:16]1[CH2:17][N:18]([CH2:21][CH2:22][c:23]2[cH:24][cH:25][c:26]([F:29])[cH:27][cH:28]2)[CH2:19][CH2:20]1.[s:1]1[c:2]([CH:6]([C:7](=[O:8])[Cl:9])[c:10]2[s:11][cH:12][cH:13][cH:14]2)[cH:3][cH:4][cH:5]1>>[s:1]1[c:2]([CH:6]([C:7](=[O:8])[NH:15][CH:16]2[CH2:17][N:18]([CH2:21][CH2:22][c:23]3[cH:24][cH:25][c:26]([F:29])[cH:27][cH:28]3)[CH2:19][CH2:20]2)[c:10]2[s:11][cH:12][cH:13][cH:14]2)[cH:3][cH:4][cH:5]1. Starting materials: COC([C@@H](NC(C(CCCNC(=O)OCC1=CC=C(C=C1)OC)CSC(C)=O)=O)CC1=CNC2=CC=CC=C12)=O (N-[2-Acetylthiomethyl-5-(p-methoxybenzyloxycarbonylamino)pentanoyl]-L-tryptophane methyl ester), FC(C(=O)O)(F)F (trifluoroacetic acid). Run at time 15 minute. Product: FC(C(=O)O)(F)F.COC([C@@H](NC(C(CCCN)CSC(C)=O)=O)CC1=CNC2=CC=CC=C12)=O (N-(2-acetylthiomethyl-5-aminopentanoyl)-L-tryptophane methyl ester trifluoroacetate). As a reaction SMILES: [CH3:1][O:2][C:3](=[O:40])[C@H:4]([CH2:30][C:31]1[C:39]2[C:34](=[CH:35][CH:36]=[CH:37][CH:38]=2)[NH:33][CH:32]=1)[NH:5][C:6](=[O:29])[CH:7]([CH2:24][S:25][C:26](=[O:28])[CH3:27])[CH2:8][CH2:9][CH2:10][NH:11]C(OCC1C=CC(OC)=CC=1)=O.[F:41][C:42]([F:47])([F:46])[C:43]([OH:45])=[O:44]>>[F:41][C:42]([F:47])([F:46])[C:43]([OH:45])=[O:44].[CH3:1][O:2][C:3](=[O:40])[C@H:4]([CH2:30][C:31]1[C:39]2[C:34](=[CH:35][CH:36]=[CH:37][CH:38]=2)[NH:33][CH:32]=1)[NH:5][C:6](=[O:29])[CH:7]([CH2:24][S:25][C:26](=[O:28])[CH3:27])[CH2:8][CH2:9][CH2:10][NH2:11] |f:2.3|. Reported procedure: N-[2-Acetylthiomethyl-5-(p-methoxybenzyloxycarbonylamino)pentanoyl]-L-tryptophane methyl ester (1 g) is dissolved in trifluoroacetic acid (10ml), the solution is stored at room temperature for 15 minutes, and then evaporated in vacuo to yield N-(2-acetylthiomethyl-5-aminopentanoyl)-L-tryptophane methyl ester trifluoroacetate.